This data is from the Open Reaction Database (ORD), a public repository of structured organic reaction records. The task is: describe an organic reaction: reactants, conditions, products, and yield Starting materials: ClCC(=O)OCC (ethyl 2-chloroacetate), C(=O)OCC (ethyl formate), CC(C)([O-])C.[K+] (potassium t-butoxide). Solvent: C(C)(C)OC(C)C (diisopropyl ether). Conditions: time 24 hour. Product: Cl/C(=C/[O-])/C(=O)OCC.[K+] (Potassium (E)-2-chloro-3-ethoxy-3-oxoprop-1-en-1-olate). Yield: 79.4%. RXN SMILES: [Cl:1][CH2:2][C:3]([O:5][CH2:6][CH3:7])=[O:4].[CH:8](OCC)=[O:9].CC(C)([O-])C.[K+:18]>C(OC(C)C)(C)C>[Cl:1]/[C:2](/[C:3]([O:5][CH2:6][CH3:7])=[O:4])=[CH:8]/[O-:9].[K+:18] |f:2.3,5.6|. Procedure details: A mixture of ethyl 2-chloroacetate (220.8 g; 1802 mmol) and ethyl formate (133.5 g; 1802 mmol) was added slowly to a suspension of potassium t-butoxide (202.2 g; 1802 mmol) in diisopropyl ether (2000 mL) at 0° C. (maintaining the temperature <20° C.) with mechanical stirring. The mixture was stirred at ambient temperature for 24 hours. The solids were collected by filtration and washed with diisopropyl ether (500 mL) and acetonitrile (2×1500 mL). The material was dried under vacuum to give the p...